From a dataset of the Open Reaction Database (ORD), a public repository of structured organic reaction records. describe an organic reaction: reactants, conditions, products, and yield Starting materials: Cc1ccccc1, O=C(Cl)CCCl, [Na+], [OH-], c1ccc2c(c1)CNc1ccccc1C2. Yields the product O=C(CCCl)N1Cc2ccccc2Cc2ccccc21. RXN SMILES: [CH3:24][c:25]1[cH:26][cH:27][cH:28][cH:29][cH:30]1.[Cl:16][CH2:17][CH2:18][C:19](=[O:20])[Cl:21].[Na+:23].[OH-:22].[cH:1]1[cH:2][cH:3][cH:4][c:5]2[c:11]1[CH2:10][c:9]1[c:8]([cH:15][cH:14][cH:13][cH:12]1)[CH2:7][NH:6]2>>[cH:1]1[cH:2][cH:3][cH:4][c:5]2[c:11]1[CH2:10][c:9]1[c:8]([cH:15][cH:14][cH:13][cH:12]1)[CH2:7][N:6]2[C:19]([CH2:18][CH2:17][Cl:16])=[O:20]. Reactants: OCC(=O)[C@@H](O)[C@H](O)[C@@H](O)CO (L-sorbose), I(Cl)(Cl)Cl (iodine trichloride). The solvent is CC(=O)C (acetone). Conditions: temperature 60 celsius, time 4 hour. Yields the product CC1(OC[C@H]2[C@@H](O1)[C@H]3[C@@](O2)(OC(O3)(C)C)CO)C (2,3:4,6-di-O-isopropylidene-L-sorbofuranose). Yield: 136.4%. RXN SMILES: [OH:1][CH2:2][C:3]([C@H:5]([C@@H:7]([C@H:9]([CH2:11][OH:12])[OH:10])[OH:8])[OH:6])=[O:4].I(Cl)(Cl)Cl>CC(C)=O>[CH3:2][C:3]1([CH3:5])[O:6][C@H:5]2[C@@H:7]3[O:8][C:9]([CH3:11])([CH3:7])[O:10][C@:9]3([CH2:11][OH:12])[O:4][C@H:3]2[CH2:2][O:1]1. Procedure: To 200 ml of acetone were added 10.0 g of L-sorbose and 234 mg of iodine trichloride and the mixture was refluxed with stirring in a water bath at 60° C. for 4 hours. During this reaction, the refluxing solvent was dried with 20 g of Molecular Sieves 3A interposed between the reaction vessel and the cooling jacket. The reaction mixture was then subjected to an after-treatment similar to that described in Example 11 to give 9.85 g (68.2%) of 2,3:4,6-di-O-isopropylidene-L-sorbofuranose (purity ≥98... Reactants: C1=CC(=CC(=C1)Cl)C(=O)OO (m-CPBA), FC(C=1C=C(C=CC1)C1=CC=C(C=N1)/C=C/C(=O)OCC)(F)F (trans-ethyl 3-(6-(3-(trifluoromethyl)phenyl)pyridin-3-yl)acrylate), ice water. The solvent is C(Cl)Cl (DCM). Conditions: time 16 hour. The product is C(C)OC(/C=C/C=1C=CC(=[N+](C1)[O-])C1=CC(=CC=C1)C(F)(F)F)=O ((E)-5-(3-ethoxy-3-oxoprop-1-enyl)-2-(3-(trifluoromethyl)phenyl)pyridine 1-oxide). Yield: 65.9%. Reaction SMILES: C1C=C(Cl)C=C(C(OO)=[O:9])C=1.[F:12][C:13]([F:34])([F:33])[C:14]1[CH:15]=[C:16]([C:20]2[N:25]=[CH:24][C:23](/[CH:26]=[CH:27]/[C:28]([O:30][CH2:31][CH3:32])=[O:29])=[CH:22][CH:21]=2)[CH:17]=[CH:18][CH:19]=1>C(Cl)Cl>[CH2:31]([O:30][C:28](=[O:29])/[CH:27]=[CH:26]/[C:23]1[CH:22]=[CH:21][C:20]([C:16]2[CH:17]=[CH:18][CH:19]=[C:14]([C:13]([F:33])([F:12])[F:34])[CH:15]=2)=[N+:25]([O-:9])[CH:24]=1)[CH3:32]. Procedure: m-CPBA (13.9 g, 80.97 mmol) was added portion wise to a solution of trans-ethyl 3-(6-(3-(trifluoromethyl)phenyl)pyridin-3-yl)acrylate (13 g, 40.47 mmol) in DCM (150 mL) at 0° C. over a period of 30 min. and stirred at RT for 16 h. After completion, the reaction mixture was poured into ice water (100 mL), extracted with DCM (2×100 mL). Combined organic extracts were treated with sodium metabisulphite, washed with water (100 mL), brine (100 mL), dried over anhydrous Na2SO4, filtered and evaporated... Starting materials: solid, Cl.Cl.O1CCC2=C1C=CC=C2C2CCN(CC2)CC[C@@H]2CC[C@H](CC2)N (trans-4-{2-[4-(2,3-dihydro-benzofuran-4-yl)-piperidin-1-yl]-ethyl}-cyclohexylamine dihydrochloride), Cl.Cl.O1CCC2=C1C=CC=C2C2CCN(CC2)CC[C@@H]2CC[C@H](CC2)N (trans-4-{2-[4-(2,3-dihydro-benzofuran-4-yl)-piperidin-1-yl]-ethyl}-cyclohexylamine dihydrochloride), CC(=CC(=O)O)C (3-methyl-but-2-enoic acid). Yields the product O1CCC2=C1C=CC=C2C2CCN(CC2)CC[C@@H]2CC[C@H](CC2)NC(C=C(C)C)=O (3-Methyl-but-2-enoic acid trans-(4-{2-[4-(2,3-dihydro-benzofuran-4-yl)-piperidin-1-yl]-ethyl}-cyclohexyl)-amide). As a reaction SMILES: Cl.Cl.[O:3]1[C:7]2[CH:8]=[CH:9][CH:10]=[C:11]([CH:12]3[CH2:17][CH2:16][N:15]([CH2:18][CH2:19][C@H:20]4[CH2:25][CH2:24][C@H:23]([NH2:26])[CH2:22][CH2:21]4)[CH2:14][CH2:13]3)[C:6]=2[CH2:5][CH2:4]1.[CH3:27][C:28]([CH3:33])=[CH:29][C:30](O)=[O:31]>>[O:3]1[C:7]2[CH:8]=[CH:9][CH:10]=[C:11]([CH:12]3[CH2:17][CH2:16][N:15]([CH2:18][CH2:19][C@H:20]4[CH2:21][CH2:22][C@H:23]([NH:26][C:30](=[O:31])[CH:29]=[C:28]([CH3:33])[CH3:27])[CH2:24][CH2:25]4)[CH2:14][CH2:13]3)[C:6]=2[CH2:5][CH2:4]1 |f:0.1.2|. Reported procedure: The title compound, white solid (84 mg, 82%), MS (ISP) m/z=411.4 [(M+H)+], mp 177° C., was prepared in accordance with the general method of example 1 from trans-4-{2-[4-(2,3-dihydro-benzofuran-4-yl)-piperidin-1-yl]-ethyl}-cyclohexylamine dihydrochloride (intermediate B) (100 mg, 0.25 mmol) and 3-methyl-but-2-enoic acid. Reactants: C(Cl)(Cl)Cl (CHCl3), C(C)(=O)O (acetic acid), S1C=C(C=C1)CC(=O)OCC (ethyl thiophene-3-acetate), C1CC(=O)N(C1=O)Br (NBS). The solvent is O (water). Reaction conditions: time 12 hour. Product: BrC=1SC=CC1CC(=O)OCC (ethyl 2-bromothiophene-3-acetate). Yield: 88.5%. Reaction SMILES: C(Cl)(Cl)Cl.C(O)(=O)C.[S:9]1[CH:13]=[CH:12][C:11]([CH2:14][C:15]([O:17][CH2:18][CH3:19])=[O:16])=[CH:10]1.C1C(=O)N([Br:27])C(=O)C1>O>[Br:27][C:10]1[S:9][CH:13]=[CH:12][C:11]=1[CH2:14][C:15]([O:17][CH2:18][CH3:19])=[O:16]. Reported procedure: In a 250 ml 3-neck flask containing 50 ml of CHCl3 and 50 ml of glacial acetic acid, 9.5 grams (0.0558 mol) of ethyl thiophene-3-acetate was added, followed by 9.93 grams (0.0558 mol) of NBS. The mixture was stirred at room temperature for 12 hours. The mixture became clear yellow solution after 1 hour and then was cooled down to room temperature, and poured into 200 ml deionized (DI) water. The organic portion was washed again with 100 ml of DI-water, and then finally washed with 100 ml of 5% a...